Dataset: the Open Reaction Database (ORD), a public repository of structured organic reaction records. Task: describe an organic reaction: reactants, conditions, products, and yield The reactants are COC=1C(=C2C=CNC2=CC1)CN(C)C (1-(5-methoxy-1H-indol-4-yl)-N,N-dimethylmethanamine), COC=1C(=C2C=CNC2=CC1)CN(C)C (1-(5-methoxy-1H-indol-4-yl)-N,N-dimethylmethanamine), CN(C)C=O (DMF), COC1=CC=C(C=C1)S(=O)(=O)Cl (4-methoxybenzene-1-sulfonyl chloride). Run at time 15 minute. The product is COC=1C(=C2C=CN(C2=CC1)S(=O)(=O)C1=CC=C(C=C1)OC)CN(C)C (1-{5-Methoxy-1-[(4-methoxyphenyl)sulfonyl]-1H-indol-4-yl}-N,N-dimethylmethanamine). Yield: 7.6%. RXN SMILES: [CH3:1][O:2][C:3]1[C:4]([CH2:12][N:13]([CH3:15])[CH3:14])=[C:5]2[C:9](=[CH:10][CH:11]=1)[NH:8][CH:7]=[CH:6]2.CN(C=O)C.[CH3:21][O:22][C:23]1[CH:28]=[CH:27][C:26]([S:29](Cl)(=[O:31])=[O:30])=[CH:25][CH:24]=1>>[CH3:1][O:2][C:3]1[C:4]([CH2:12][N:13]([CH3:14])[CH3:15])=[C:5]2[C:9](=[CH:10][CH:11]=1)[N:8]([S:29]([C:26]1[CH:25]=[CH:24][C:23]([O:22][CH3:21])=[CH:28][CH:27]=1)(=[O:31])=[O:30])[CH:7]=[CH:6]2. Reported procedure: To a solution of 1-(5-methoxy-1H-indol-4-yl)-N,N-dimethylmethanamine (15 mg, 0.07 mmol; Intermediate 97) in DMF (1 mL) NaH (4 mg, 0.15 mmol) was added at rt. The reaction mixture was stirred at rt for 15 min and 4-methoxybenzene-1-sulfonyl chloride (23 mg, 0.11 mmol) was added. The reaction mixture was allowed to stir at rt over night. The reaction was quenched by addition of water. Purification using preparative HPLC/UV (System B) afforded the title product (2 mg, 6%) as a white solid. MS (ESI+... Reactants: CN1CC(CCC1=S)(C1=CC=NC=C1)[N+](=O)[O-] (rac-1-Methyl-3-nitro-2,3,4,5-tetrahydro-1H-[3,4′]bipyridinyl-6-thione), [BH4-].[Na+] (NaBH4), O (Water). Run in CO (methanol). Reaction conditions: time 20 minute. The product is CN1CC(CCC1)(C1=CC=NC=C1)[N+](=O)[O-] (rac-1-Methyl-3-nitro-1,2,3,4,5,6-hexahydro-[3,4′]bipyridinyl). Isolated yield 57.3%. Reaction SMILES: [CH3:1][N:2]1[C:7](=S)[CH2:6][CH2:5][C:4]([N+:15]([O-:17])=[O:16])([C:9]2[CH:14]=[CH:13][N:12]=[CH:11][CH:10]=2)[CH2:3]1.[BH4-].[Na+].O>CO>[CH3:1][N:2]1[CH2:7][CH2:6][CH2:5][C:4]([N+:15]([O-:17])=[O:16])([C:9]2[CH:10]=[CH:11][N:12]=[CH:13][CH:14]=2)[CH2:3]1 |f:1.2|. Procedure details: To a solution of 105 mg (0.418 mmol) rac-1-Methyl-3-nitro-2,3,4,5-tetrahydro-1H-[3,4′]bipyridinyl-6-thione in 2.1 ml methanol was added 144 mg (3.8 mmol) NaBH4. The mixture was stirred at room temperature for 20 minutes. Water (1.0 ml) was added. The mixture was stirred for 1 hour. The methanol was removed in vacuo. The residue was diluted with water and extracted 3 times with dichloromethane. The combined extracts were dried over sodium sulfate, filtered and concentrated in vacuo. The crude oil... Reactants: O=C1NC(=O)C2(CC(c3cccc(Cl)c3)Oc3ccc(Br)cc32)N1, C1COCCO1, COc1ccc(P2(=S)SP(=S)(c3ccc(OC)cc3)S2)cc1. Product: O=C1NC(=S)NC12CC(c1cccc(Cl)c1)Oc1ccc(Br)cc12. As a reaction SMILES: [Br:1][c:2]1[cH:3][c:4]2[c:9]([cH:10][cH:11]1)[O:8][CH:7]([c:12]1[cH:13][c:14]([Cl:18])[cH:15][cH:16][cH:17]1)[CH2:6][C:5]21[NH:19][C:20](=[O:24])[NH:21][C:22]1=[O:23].[CH2:47]1[O:48][CH2:49][CH2:50][O:51][CH2:52]1.[CH3:25][O:26][c:27]1[cH:28][cH:29][c:30]([P:31]2(=[S:34])[S:32][P:33]([c:35]3[cH:36][cH:37][c:38]([O:39][CH3:40])[cH:41][cH:42]3)(=[S:43])[S:44]2)[cH:45][cH:46]1>>[Br:1][c:2]1[cH:3][c:4]2[c:9]([cH:10][cH:11]1)[O:8][CH:7]([c:12]1[cH:13][c:14]([Cl:18])[cH:15][cH:16][cH:17]1)[CH2:6][C:5]21[NH:19][C:20](=[S:34])[NH:21][C:22]1=[O:23]. Reactants: FC([C@@H](C=1C=CC=2N(C1)C(=NN2)C2=NC1=CC(=CC=C1C=C2)OCCOC)N2C[C@H](CC2)NC(OC(C)(C)C)=O)(F)F (tert-butyl (S)-1-((R)-2,2,2-trifluoro-1-(3-(7-(2-methoxyethoxy)quinolin-2-yl)-[1,2,4]triazolo[4,3-a]pyridin-6-yl)ethyl)pyrrolidin-3-ylcarbamate), Cl (hydrochloric acid). The solvent is C(C)#N (acetonitrile), ClCCl (dichloromethane). Reaction conditions: time 30 minute. Product: Cl.Cl.FC([C@@H](C=1C=CC=2N(C1)C(=NN2)C2=NC1=CC(=CC=C1C=C2)OCCOC)N2C[C@H](CC2)N)(F)F ((S)-1-((R)-2,2,2-trifluoro-1-(3-(7-(2-methoxyethoxy)quinolin-2-yl)-[1,2,4]triazolo[4,3-a]pyridin-6-yl)ethyl)pyrrolidin-3-amine dihydrochloride). Isolated yield 99.6%. Reaction SMILES: [F:1][C:2]([F:42])([F:41])[C@H:3]([N:28]1[CH2:32][CH2:31][C@H:30]([NH:33]C(=O)OC(C)(C)C)[CH2:29]1)[C:4]1[CH:5]=[CH:6][C:7]2[N:8]([C:10]([C:13]3[CH:22]=[CH:21][C:20]4[C:15](=[CH:16][C:17]([O:23][CH2:24][CH2:25][O:26][CH3:27])=[CH:18][CH:19]=4)[N:14]=3)=[N:11][N:12]=2)[CH:9]=1.[ClH:43]>ClCCl.C(#N)C>[ClH:43].[ClH:43].[F:41][C:2]([F:1])([F:42])[C@H:3]([N:28]1[CH2:32][CH2:31][C@H:30]([NH2:33])[CH2:29]1)[C:4]1[CH:5]=[CH:6][C:7]2[N:8]([C:10]([C:13]3[CH:22]=[CH:21][C:20]4[C:15](=[CH:16][C:17]([O:23][CH2:24][CH2:25][O:26][CH3:27])=[CH:18][CH:19]=4)[N:14]=3)=[N:11][N:12]=2)[CH:9]=1 |f:4.5.6|. Procedure: To a solution of tert-butyl (S)-1-((R)-2,2,2-trifluoro-1-(3-(7-(2-methoxyethoxy)quinolin-2-yl)-[1,2,4]triazolo[4,3-a]pyridin-6-yl)ethyl)pyrrolidin-3-ylcarbamate (0.20 g, 0.33 mmol) in dichloromethane (1 mL) was added hydrochloric acid (5-6M in 2-propanol; 8.3 mL, 0.61 mmol). The reaction mixture was stirred at ambient temperature for 30 minutes. The solvent was removed under reduced pressure, and the solid obtained was suspended in acetonitrile (3 mL) and stirred at ambient temperature for 5 min... The reactants are CO, CCC=CC1(CCC(=O)CC)Cc2cc(OC)ccc2C1=O, [Na+], [OH-]. The product is CCC=CC12CCC(=O)C(C)=C1c1ccc(OC)cc1C2. RXN SMILES: [CH3:25][OH:26].[CH:1](=[CH:2][CH2:3][CH3:4])[C:5]1([CH2:17][CH2:18][C:19]([CH2:20][CH3:21])=[O:22])[C:6](=[O:16])[c:7]2[cH:8][cH:9][c:10]([O:14][CH3:15])[cH:11][c:12]2[CH2:13]1.[Na+:24].[OH-:23]>>[CH:1](=[CH:2][CH2:3][CH3:4])[C:5]12[C:6](=[C:20]([CH3:21])[C:19](=[O:22])[CH2:18][CH2:17]1)[c:7]1[cH:8][cH:9][c:10]([O:14][CH3:15])[cH:11][c:12]1[CH2:13]2. The reactants are COC(=O)C=1C=C(C=C2C1CC(O2)C)OC2=CC=C(C=C2)S(=O)(=O)C (6-(4-methanesulfonyl-phenoxy)-2-methyl-2,3-dihydro-benzofuran-4-carboxylic acid methyl ester), C(C)(C)(C)OC(=O)C1=CC2=C(CC(O2)(C)CO)C(=C1)O (4-hydroxy-2-hydroxymethyl-2-methyl-2,3-dihydro-benzofuran-6-carboxylic acid tert-butyl ester), FC1=C(C(=O)N(C)C)C=CC(=C1)F (2,4-difluoro-N,N-dimethyl-benzamide). Yields the product C(C)(C)(C)OC(=O)C1=CC2=C(CC(O2)(C)CO)C(=C1)OC1=CC(=C(C=C1)C(N(C)C)=O)F (4-(4-Dimethylcarbamoyl-3-fluoro-phenoxy)-2-hydroxymethyl-2-methyl-2,3-dihydro-benzofuran-6-carboxylic acid tert-butyl ester). As a reaction SMILES: COC(C1C=C(OC2C=CC(S(C)(=O)=O)=CC=2)C=C2OC(C)CC=12)=O.[C:26]([O:30][C:31]([C:33]1[CH:44]=[C:43]([OH:45])[C:36]2[CH2:37][C:38]([CH2:41][OH:42])([CH3:40])[O:39][C:35]=2[CH:34]=1)=[O:32])([CH3:29])([CH3:28])[CH3:27].[F:46][C:47]1[CH:57]=[C:56](F)[CH:55]=[CH:54][C:48]=1[C:49]([N:51]([CH3:53])[CH3:52])=[O:50]>>[C:26]([O:30][C:31]([C:33]1[CH:44]=[C:43]([O:45][C:56]2[CH:55]=[CH:54][C:48]([C:49](=[O:50])[N:51]([CH3:53])[CH3:52])=[C:47]([F:46])[CH:57]=2)[C:36]2[CH2:37][C:38]([CH2:41][OH:42])([CH3:40])[O:39][C:35]=2[CH:34]=1)=[O:32])([CH3:27])([CH3:28])[CH3:29]. Reported procedure: The title compound was prepared in a similar manner as described for Intermediate 1f, from 4-hydroxy-2-hydroxymethyl-2-methyl-2,3-dihydro-benzofuran-6-carboxylic acid tert-butyl ester (227c) and 2,4-difluoro-N,N-dimethyl-benzamide. 1H NMR (400 MHz, CDCl3) δ 7.36 (t, J=8.08 Hz, 1 H) 7.24 (s, 1 H) 7.20 (d, J=1.26 Hz, 1 H) 6.78 (dd, J=8.59, 2.27 Hz, 1 H) 6.67 (dd, J=10.61, 2.27 Hz, 1 H) 3.67-3.73 (m, 1 H) 3.56-3.62 (m, 1 H) 3.08-3.18 (m, 4 H) 2.97 (d, J=1.52 Hz, 3 H) 2.77 (d, J=16.67 Hz, 1 H) 1.56 ... Starting materials: O=C1[C@H]2N(C3=C(N1)C=C(C=N3)CN3CCN(CC3)C3=CC=C(C(=O)OCC)C=C3)CCC2 ((S)-ethyl 4-(4-((6-oxo-5,6,6a,7,8,9-hexahydropyrido[3,2-e]pyrrolo[1,2-a]pyrazin-3-yl)methyl)piperazin-1-yl)benzoate), [Li+].[OH-] (LiOH). Solvent: O1CCOCC1 (1,4-Dioxane). Reaction conditions: time 23 hour. The product is O=C1[C@H]2N(C3=C(N1)C=C(C=N3)CN3CCN(CC3)C3=CC=C(C(=O)O)C=C3)CCC2 ((S)-4-(4-((6-oxo-5,6,6a,7,8,9-hexahydropyrido[3,2-e]pyrrolo[1,2-a]pyrazin-3-yl)methyl)piperazin-1-yl)benzoic acid). The yield is 85.8%. RXN SMILES: [O:1]=[C:2]1[NH:7][C:6]2[CH:8]=[C:9]([CH2:12][N:13]3[CH2:18][CH2:17][N:16]([C:19]4[CH:29]=[CH:28][C:22]([C:23]([O:25]CC)=[O:24])=[CH:21][CH:20]=4)[CH2:15][CH2:14]3)[CH:10]=[N:11][C:5]=2[N:4]2[CH2:30][CH2:31][CH2:32][C@@H:3]12.[Li+].[OH-]>O1CCOCC1>[O:1]=[C:2]1[NH:7][C:6]2[CH:8]=[C:9]([CH2:12][N:13]3[CH2:14][CH2:15][N:16]([C:19]4[CH:29]=[CH:28][C:22]([C:23]([OH:25])=[O:24])=[CH:21][CH:20]=4)[CH2:17][CH2:18]3)[CH:10]=[N:11][C:5]=2[N:4]2[CH2:30][CH2:31][CH2:32][C@@H:3]12 |f:1.2|. Procedure details: (S)-ethyl 4-(4-((6-oxo-5,6,6a,7,8,9-hexahydropyrido[3,2-e]pyrrolo[1,2-a]pyrazin-3-yl)methyl)piperazin-1-yl)benzoate (280 mg, 0.643 mmol) was suspended in 1,4-Dioxane (3.22 mL) and treated with 1N LiOH (3.215 mL, 3.22 mmol). The reaction mixture was stirred at room temperature for 23 h. The reaction mixture was concentrated in vacuo until most of the dioxane was gone and acidified with HCl (4.5 N) until a thick precipitate resulted. It was filtered off, washed with water and dried in vacuum to af...